From a dataset of the Open Reaction Database (ORD), a public repository of structured organic reaction records. describe an organic reaction: reactants, conditions, products, and yield Starting materials: Cl.ClCCC1OC2=C(C(N(C1)C)=O)C=CC=N2 (2-(2-Chloroethyl)-2,3-dihydro-4-methylpyrido[3,2-f][1,4]oxazepin-5(4H)-one hydrochloride), CNC1=CC=CC=C1 (N-methylaniline). Reaction conditions: temperature 95 celsius, time 2 day. Product: CN1CC(OC2=C(C1=O)C=CC=N2)CCN(C2=CC=CC=C2)C (2,3-Dihydro-4-methyl-2-[2-(methylphenylamino)ethyl]pyrido[3,2-f][1,4]oxazepin-5(4H)-one). The yield is 31.0%. As a reaction SMILES: Cl.Cl[CH2:3][CH2:4][CH:5]1[CH2:11][N:10]([CH3:12])[C:9](=[O:13])[C:8]2[CH:14]=[CH:15][CH:16]=[N:17][C:7]=2[O:6]1.[CH3:18][NH:19][C:20]1[CH:25]=[CH:24][CH:23]=[CH:22][CH:21]=1>>[CH3:12][N:10]1[C:9](=[O:13])[C:8]2[CH:14]=[CH:15][CH:16]=[N:17][C:7]=2[O:6][CH:5]([CH2:4][CH2:3][N:19]([CH3:18])[C:20]2[CH:25]=[CH:24][CH:23]=[CH:22][CH:21]=2)[CH2:11]1 |f:0.1|. Reported procedure: 2-(2-Chloroethyl)-2,3-dihydro-4-methylpyrido[3,2-f][1,4]oxazepin-5(4H)-one hydrochloride, 4.00 g (0.015 mole) was dissolved in N-methylaniline (30 ml) and heated to 95° C. with stirring for 2 days. Excess N-methylaniline was removed by rotary evaporation (95° C., vacuum pump). The residue was taken up in chloroform (80 ml) and washed with dilute aqueous sodium hydroxide (30 ml). The chloroform layer was decolorized with activated carbon and dried over sodium sulfate, filtered and concentrated by... Reactants: C1(=CC=C(C=C1)S(=O)(=O)O)C (p-toluenesulfonic acid), C(O)([O-])=O.[Na+] (sodium hydrogencarbonate), C(C)(C)(C)OC(CNCC(OC)OC)=O ((2,2-dimethoxyethyl)aminoacetic acid t-butyl ester), C(C(=O)O)(=O)O (oxalic acid), CC(C)(C)OC(=O)NCCC[C@@H](C(=O)O)NC(=O)OCC1=CC=CC=C1 (Z--Orn(Boc)--OH), Cl.C(C)N=C=NCCCN(C)C (1-ethyl-3-(3-dimethylaminopropyl)-carbodiimide hydrochloride), Pd--C. The solvent is C1(=CC=CC=C1)C (toluene), C(C)(=O)OCC (ethyl acetate), CC(=O)C (acetone). Product: C(C(=O)O)(=O)O.C(C)(C)(C)OC(CN1C([C@@H](NCC1)CCCNC(=O)OC(C)(C)C)=O)=O ((S)-3-(3-t-Butoxycarbonylaminopropyl)-2-oxopiperazine-1-acetic acid t-butyl ester oxalate). Isolated yield 67.0%. As a reaction SMILES: [C:1]([O:5][C:6](=[O:15])[CH2:7][NH:8][CH2:9][CH:10](OC)OC)([CH3:4])([CH3:3])[CH3:2].[CH3:16][C:17]([O:20][C:21]([NH:23][CH2:24][CH2:25][CH2:26][C@H:27]([NH:31]C(OCC1C=CC=CC=1)=O)[C:28](O)=[O:29])=[O:22])([CH3:19])[CH3:18].Cl.C(N=C=NCCCN(C)C)C.C1(C)C=CC(S(O)(=O)=O)=CC=1.C(=O)([O-])O.[Na+].[C:70]([OH:75])(=[O:74])[C:71]([OH:73])=[O:72]>CC(C)=O.C1(C)C=CC=CC=1.C(OCC)(=O)C>[C:70]([OH:75])(=[O:74])[C:71]([OH:73])=[O:72].[C:1]([O:5][C:6](=[O:15])[CH2:7][N:8]1[CH2:9][CH2:10][NH:31][C@@H:27]([CH2:26][CH2:25][CH2:24][NH:23][C:21]([O:20][C:17]([CH3:18])([CH3:16])[CH3:19])=[O:22])[C:28]1=[O:29])([CH3:2])([CH3:3])[CH3:4] |f:2.3,5.6,11.12|. Procedure details: In 54.6 cc of acetone were dissolved (2,2-dimethoxyethyl)aminoacetic acid t-butyl ester (6.0 g, 27.7 mmol) and N--Z--Orn(Boc)--OH (10.0 g, 27.7 mmol). To the solution was added, at 15° C. under stirring, 1-ethyl-3-(3-dimethylaminopropyl)-carbodiimide hydrochloride (5.6 g, 29.2 mmol). The mixture was stirred for one hour at room temperature, and concentrated under reduced pressure. The concentrate was dissolved in ethyl acetate, and washed with a 5% aqueous solution of potassium hydrogensulfate a... The reactants are COC(=O)c1cc(-n2nnnc2S(C)(=O)=O)ccc1OC, CO, ClCCl, Cl, [Na+], [OH-], O. Product: COc1ccc(-n2nnnc2S(C)(=O)=O)cc1C(=O)O. Reaction SMILES: [CH3:1][O:2][c:3]1[c:4]([C:5](=[O:6])[O:7][CH3:8])[cH:9][c:10](-[n:13]2[n:14][n:15][n:16][c:17]2[S:18](=[O:19])(=[O:20])[CH3:21])[cH:11][cH:12]1.[CH3:22][OH:23].[Cl:27][CH2:28][Cl:29].[ClH:26].[Na+:25].[OH-:24].[OH2:30]>>[CH3:1][O:2][c:3]1[c:4]([C:5](=[O:6])[OH:7])[cH:9][c:10](-[n:13]2[n:14][n:15][n:16][c:17]2[S:18](=[O:19])(=[O:20])[CH3:21])[cH:11][cH:12]1. Reactants: NC=1C=CC2=C(B(OC2(C)C)O)C1 (6-amino-3,3-dimethyl-3H-benzo[c][1,2]oxaborol-1-ol), acid chloride, NC=1C=CC2=C(B(OC2(C)C)O)C1 (6-amino-3,3-dimethyl-3H-benzo[c][1,2]oxaborol-1-ol), C(=O)([O-])[O-].[K+].[K+] (K2CO3), FC1=CC(=C(C(=O)Cl)C=C1)C(F)(F)F (4-fluoro-2-(trifluoromethyl)benzoyl chloride), C(C)(=O)OC(C)C (isopropyl acetate). The solvent is C1CCOC1 (THF), O (water), CC(=O)C (acetone), O (water), O (water). Reaction conditions: time 30 minute. Product: FC1=CC(=C(C(=O)NC=2C=CC3=C(B(OC3(C)C)O)C2)C=C1)C(F)(F)F (4-fluoro-N-(1-hydroxy-3,3-dimethyl-1,3-dihydro-benzo[c][1,2]oxaborol-6-yl)-2-trifluoromethyl benzamide). Yield: 113.1%. RXN SMILES: [NH2:1][C:2]1[CH:3]=[CH:4][C:5]2[C:9]([CH3:11])([CH3:10])[O:8][B:7]([OH:12])[C:6]=2[CH:13]=1.C([O-])([O-])=O.[K+].[K+].[F:20][C:21]1[CH:29]=[CH:28][C:24]([C:25](Cl)=[O:26])=[C:23]([C:30]([F:33])([F:32])[F:31])[CH:22]=1.C(OC(C)C)(=O)C>O.CC(C)=O.C1COCC1>[F:20][C:21]1[CH:29]=[CH:28][C:24]([C:25]([NH:1][C:2]2[CH:3]=[CH:4][C:5]3[C:9]([CH3:10])([CH3:11])[O:8][B:7]([OH:12])[C:6]=3[CH:13]=2)=[O:26])=[C:23]([C:30]([F:31])([F:32])[F:33])[CH:22]=1 |f:1.2.3|. Procedure details: A 22 L four-necked round-bottomed-flask equipped with a nitrogen inlet adapter, mechanical stirrer and thermocouple was charged with 6-amino-3,3-dimethyl-3H-benzo[c][1,2]oxaborol-1-ol (554 g, 3.13 mol), THF (5.5 L, anhydrous, stabilizer free) and K2CO3 (865 g, 6.26 mol). The suspension was stirred at room temperature for 30 min and 4-fluoro-2-(trifluoromethyl)benzoyl chloride (780 g, 3.44 mol) was added over 30 min. The resulting suspension was aged for 24 h at room temperature. HPLC showed unre... Starting materials: ClC=1C=C(C=CC1Cl)C=CN1C(NCC1)=N[N+](=O)[O-] (1-{2-(3,4-dichlorophenyl)vinyl}-2-nitroiminoimidazolidine), CS(=O)C (dimethylsulfoxide), ClC1=NC=C(C=C1)CCl (2-chloro-5-chloromethylpyridine), C([O-])([O-])=O.[K+].[K+] (potassium carbonate). The solvent is O (water). Reaction conditions: temperature 60 celsius, time 1 hour. The product is ClC1=NC=C(C=C1)CN1C(N(CC1)C=CC1=CC(=C(C=C1)Cl)Cl)=N[N+](=O)[O-] (1-(2-chloropyridin-5-ylmethyl)-2-nitroimino-3-(3,4-dichlorphenylvinyl) -imidazolidine). Isolated yield 57.5%. As a reaction SMILES: [Cl:1][C:2]1[CH:3]=[C:4]([CH:9]=[CH:10][N:11]2[CH2:15][CH2:14][NH:13][C:12]2=[N:16][N+:17]([O-:19])=[O:18])[CH:5]=[CH:6][C:7]=1[Cl:8].[Cl:20][C:21]1[CH:26]=[CH:25][C:24]([CH2:27]Cl)=[CH:23][N:22]=1.C(=O)([O-])[O-].[K+].[K+].CS(C)=O>O>[Cl:20][C:21]1[CH:26]=[CH:25][C:24]([CH2:27][N:13]2[CH2:14][CH2:15][N:11]([CH:10]=[CH:9][C:4]3[CH:5]=[CH:6][C:7]([Cl:8])=[C:2]([Cl:1])[CH:3]=3)[C:12]2=[N:16][N+:17]([O-:19])=[O:18])=[CH:23][N:22]=1 |f:2.3.4|. Reported procedure: A mixture comprising 7.0 g of 1-{2-(3,4-dichlorophenyl)vinyl}-2-nitroiminoimidazolidine, 7.5 g of 2-chloro-5-chloromethylpyridine, 6.4 g of potassium carbonate and 50 ml of dimethylsulfoxide was stirred at 60° C. for one hour. The reaction mixture was poured into water, extracted with ethyl acetate, washed with water, dried (with anhydrous MgS04) and concentrated o give an oily residue. This was purified by column chromatography (silica gel, eluent: ethyl acetate) to give 5.7 g of 1-(2-chloropyr...